From a dataset of the Open Reaction Database (ORD), a public repository of structured organic reaction records. describe an organic reaction: reactants, conditions, products, and yield Starting materials: O=C(Cl)CBr, ClCCl, FC(F)(F)c1ccccc1CCN1CCNCC1, O. Yields the product O=C(CBr)N1CCN(CCc2ccccc2C(F)(F)F)CC1. Reaction SMILES: [Br:1][CH2:2][C:3](=[O:4])[Cl:5].[Cl:25][CH2:26][Cl:27].[F:6][C:7]([c:8]1[c:9]([CH2:14][CH2:15][N:16]2[CH2:17][CH2:18][NH:19][CH2:20][CH2:21]2)[cH:10][cH:11][cH:12][cH:13]1)([F:22])[F:23].[OH2:24]>>[Br:1][CH2:2][C:3](=[O:4])[N:19]1[CH2:18][CH2:17][N:16]([CH2:15][CH2:14][c:9]2[c:8]([C:7]([F:6])([F:22])[F:23])[cH:13][cH:12][cH:11][cH:10]2)[CH2:21][CH2:20]1. Reactants: CO, C[O-], CCOC=O, ClCCl, Cl, Nc1ccccn1, [Na+], O. The product is O=CNc1ccccn1. RXN SMILES: [CH3:17][OH:18].[CH3:1][O-:2].[CH:11](=[O:12])[O:13][CH2:14][CH3:15].[Cl:19][CH2:20][Cl:21].[ClH:16].[NH2:4][c:5]1[n:6][cH:7][cH:8][cH:9][cH:10]1.[Na+:3].[OH2:22]>>[NH:4]([c:5]1[n:6][cH:7][cH:8][cH:9][cH:10]1)[CH:11]=[O:12]. Reactants: O=C(NCCC1CC1)c1ccc(N2CCNCC2)nn1, CC(C(=O)Cl)(C(F)(F)F)C(F)(F)F. Product: CC(C(=O)N1CCN(c2ccc(C(=O)NCCC3CC3)nn2)CC1)(C(F)(F)F)C(F)(F)F. RXN SMILES: [CH:14]1([CH2:17][CH2:18][NH:19][C:20](=[O:21])[c:22]2[n:23][n:24][c:25]([N:28]3[CH2:29][CH2:30][NH:31][CH2:32][CH2:33]3)[cH:26][cH:27]2)[CH2:15][CH2:16]1.[F:1][C:2]([C:3]([C:4](=[O:5])[Cl:6])([C:7]([F:8])([F:9])[F:10])[CH3:11])([F:12])[F:13]>>[F:1][C:2]([C:3]([C:4](=[O:5])[N:31]1[CH2:30][CH2:29][N:28]([c:25]2[n:24][n:23][c:22]([C:20]([NH:19][CH2:18][CH2:17][CH:14]3[CH2:15][CH2:16]3)=[O:21])[cH:27][cH:26]2)[CH2:33][CH2:32]1)([C:7]([F:8])([F:9])[F:10])[CH3:11])([F:12])[F:13]. Starting materials: O=S1(N(CCC1)C1=CC(=C(C(=O)O)C=C1)OC)=O (4-(1,1-dioxo-1λ6-isothiazolidin-2-yl)-2-methoxybenzoic acid), ClC=1C(=NC=C(C1)Cl)N1CCNCC1 (1-(3,5-dichloropyridin-2-yl)piperazine). Yields the product ClC=1C(=NC=C(C1)Cl)N1CCN(CC1)C(=O)C1=C(C=C(C=C1)N1S(CCC1)(=O)=O)OC ([4-(3,5-dichloropyridin-2-yl)piperazin-1-yl][4-(1,1-dioxo-1λ6-isothiazolidin-2-yl)-2-methoxyphenyl]methanone). Isolated yield 106.8%. RXN SMILES: [O:1]=[S:2]1(=[O:18])[CH2:6][CH2:5][CH2:4][N:3]1[C:7]1[CH:15]=[CH:14][C:10]([C:11]([OH:13])=O)=[C:9]([O:16][CH3:17])[CH:8]=1.[Cl:19][C:20]1[C:21]([N:27]2[CH2:32][CH2:31][NH:30][CH2:29][CH2:28]2)=[N:22][CH:23]=[C:24]([Cl:26])[CH:25]=1>>[Cl:19][C:20]1[C:21]([N:27]2[CH2:32][CH2:31][N:30]([C:11]([C:10]3[CH:14]=[CH:15][C:7]([N:3]4[CH2:4][CH2:5][CH2:6][S:2]4(=[O:1])=[O:18])=[CH:8][C:9]=3[O:16][CH3:17])=[O:13])[CH2:29][CH2:28]2)=[N:22][CH:23]=[C:24]([Cl:26])[CH:25]=1. Procedure: Using 4-(1,1-dioxo-1λ6-isothiazolidin-2-yl)-2-methoxybenzoic acid (266 mg) described in Preparation Example 19 and 1-(3,5-dichloropyridin-2-yl)piperazine (227 mg) and by the reaction and treatment in the same manner as in Preparation Example 111, the title compound (507 mg) was obtained. The reactants are CCC(CC)(c1ccc(C#CC2(O[Si](C)(C)C)CCCCC2)c(C)c1)c1ccc(B2OC(C)(C)C(C)(C)O2)c(C)c1, COC(=O)Cc1cncc(Br)c1, CN(C)C=O, [K+], [K+], [K+], O=P([O-])([O-])[O-]. Yields the product CCC(CC)(c1ccc(C#CC2(O[Si](C)(C)C)CCCCC2)c(C)c1)c1ccc(-c2cncc(CC(=O)OC)c2)c(C)c1. Reaction SMILES: [CH2:1]([CH3:2])[C:3]([CH2:4][CH3:5])([c:6]1[cH:7][c:8]([CH3:25])[c:9]([C:12]#[C:13][C:14]2([O:20][Si:21]([CH3:22])([CH3:23])[CH3:24])[CH2:15][CH2:16][CH2:17][CH2:18][CH2:19]2)[cH:10][cH:11]1)[c:26]1[cH:27][c:28]([CH3:41])[c:29]([B:32]2[O:33][C:34]([CH3:35])([CH3:36])[C:37]([CH3:38])([CH3:39])[O:40]2)[cH:30][cH:31]1.[CH3:42][O:43][C:44]([CH2:45][c:46]1[cH:47][n:48][cH:49][c:50]([Br:52])[cH:51]1)=[O:53].[CH3:62][N:63]([CH3:64])[CH:65]=[O:66].[K+:59].[K+:60].[K+:61].[P:54]([O-:55])([O-:56])([O-:57])=[O:58]>>[CH2:1]([CH3:2])[C:3]([CH2:4][CH3:5])([c:6]1[cH:7][c:8]([CH3:25])[c:9]([C:12]#[C:13][C:14]2([O:20][Si:21]([CH3:22])([CH3:23])[CH3:24])[CH2:15][CH2:16][CH2:17][CH2:18][CH2:19]2)[cH:10][cH:11]1)[c:26]1[cH:27][c:28]([CH3:41])[c:29](-[c:50]2[cH:49][n:48][cH:47][c:46]([CH2:45][C:44]([O:43][CH3:42])=[O:53])[cH:51]2)[cH:30][cH:31]1.